Task: describe an organic reaction: reactants, conditions, products, and yield. Dataset: the Open Reaction Database (ORD), a public repository of structured organic reaction records Starting materials: C1(NC(C2=CC=CC=C12)=O)=O (isoindoline-1,3-dione), C1=CC=C(C=C1)P(C2=CC=CC=C2)C3=CC=CC=C3 (PPh3), OCC1CNC=2N(C1)N=C(C2C(=O)N)C2=CC=C(C=C2)OC2=CC=CC=C2 (6-(hydroxymethyl)-2-(4-phenoxyphenyl)-4,5,6,7-tetrahydropyrazolo[1,5-a]pyrimidine-3-carboxamide), CC(C)OC(=O)/N=N/C(=O)OC(C)C (DIAD). Solvent: C1CCOC1 (THF). Run at time 10 minute. The product is O=C1N(C(C2=CC=CC=C12)=O)CC1CNC=2N(C1)N=C(C2C(=O)N)C2=CC=C(C=C2)OC2=CC=CC=C2 (6-((1,3-dioxoisoindolin-2-yl)methyl)-2-(4-phenoxyphenyl)-4,5,6,7-tetrahydropyrazolo[1,5-a]pyrimidine-3-carboxamide). Yield: 81.1%. RXN SMILES: [C:1]1(=[O:11])[C:9]2[C:4](=[CH:5][CH:6]=[CH:7][CH:8]=2)[C:3](=[O:10])[NH:2]1.C1C=CC(P(C2C=CC=CC=2)C2C=CC=CC=2)=CC=1.O[CH2:32][CH:33]1[CH2:38][N:37]2[N:39]=[C:40]([C:45]3[CH:50]=[CH:49][C:48]([O:51][C:52]4[CH:57]=[CH:56][CH:55]=[CH:54][CH:53]=4)=[CH:47][CH:46]=3)[C:41]([C:42]([NH2:44])=[O:43])=[C:36]2[NH:35][CH2:34]1.CC(OC(/N=N/C(OC(C)C)=O)=O)C>C1COCC1>[O:11]=[C:1]1[C:9]2[C:4](=[CH:5][CH:6]=[CH:7][CH:8]=2)[C:3](=[O:10])[N:2]1[CH2:32][CH:33]1[CH2:38][N:37]2[N:39]=[C:40]([C:45]3[CH:50]=[CH:49][C:48]([O:51][C:52]4[CH:57]=[CH:56][CH:55]=[CH:54][CH:53]=4)=[CH:47][CH:46]=3)[C:41]([C:42]([NH2:44])=[O:43])=[C:36]2[NH:35][CH2:34]1. Procedure: To a solution of isoindoline-1,3-dione (74 mg, 0.5 mmol) in THF (20 mL) was added PPh3 (393 mg, 1.5 mmol) and 6-(hydroxymethyl)-2-(4-phenoxyphenyl)-4,5,6,7-tetrahydropyrazolo[1,5-a]pyrimidine-3-carboxamide (180 mg, 0.5 mmol). DIAD (253 mg, 1.25 mmol) was added dropwise at 0° C. and stirred for 10 min. The mixture was allowed to warm to it and stirred for 16 hr. Concentrated and purified by chromatography column on 5 g of silica gel eluting with DCM/CH3OH to afford 200 mg (62%) of 6-((1,3-dioxois... Reactants: BrCC(=O)OC(C)(C)C (t-butyl bromoacetate), N1CCNCCNCCNCC1 (1,4,7,10-tetraazacyclododecane). Solvent: C(Cl)(Cl)Cl (CHCl3), C(Cl)(Cl)Cl (CHCl3). The product is CC(C)(C)OC(CN1CCNCCNCCNCC1)=O (1,4,7,10-Tetraazacyclododecane-1-acetic acid (1,1dimethylethyl)ester). Isolated yield 99.2%. RXN SMILES: Br[CH2:2][C:3]([O:5][C:6]([CH3:9])([CH3:8])[CH3:7])=[O:4].[NH:10]1[CH2:21][CH2:20][NH:19][CH2:18][CH2:17][NH:16][CH2:15][CH2:14][NH:13][CH2:12][CH2:11]1>C(Cl)(Cl)Cl>[CH3:7][C:6]([O:5][C:3](=[O:4])[CH2:2][N:10]1[CH2:21][CH2:20][NH:19][CH2:18][CH2:17][NH:16][CH2:15][CH2:14][NH:13][CH2:12][CH2:11]1)([CH3:9])[CH3:8]. Reported procedure: A solution of t-butyl bromoacetate (25.3 g; 130 mmol) in CHCl3 (500 mL) (commercial product) was added dropwise in 7 h to a solution of 1,4,7,10-tetraazacyclododecane (112.3 g; 650 mmol) (commercial product) in CHCl3 (2 L) maintained under nitrogen at room temperature. After 14 h the solution was concentrated to 800 mL, washed with H2O, dried and evaporated to give the desired compound (39 g; 129 mmol). Yield 99%. GC: 92% (area %). K.F.: 0.42%. The 13C-NMR, MS and IR spectra were consistent with... The yield is 48.4%. Reaction SMILES: [OH:1][CH:2]([C:5]1[N:6]=[C:7]([C:10]2[N:11]([C:15]([O:17][C:18]([CH3:21])([CH3:20])[CH3:19])=[O:16])[CH:12]=[CH:13][CH:14]=2)[S:8][CH:9]=1)[CH2:3][OH:4].[Br:22]N1C(=O)CCC1=O.O>O1CCCC1>[Br:22][C:12]1[N:11]([C:15]([O:17][C:18]([CH3:21])([CH3:20])[CH3:19])=[O:16])[C:10]([C:7]2[S:8][CH:9]=[C:5]([CH:2]([OH:1])[CH2:3][OH:4])[N:6]=2)=[CH:14][CH:13]=1. Yields the product BrC=1N(C(=CC1)C=1SC=C(N1)C(CO)O)C(=O)OC(C)(C)C (t-Butyl 2-bromo-5-[4-(1,2-dihydroxyethyl)-1,3-thiazol-2-yl]-1H-pyrrole-1-carboxylate). The reactants are BrN1C(CCC1=O)=O (N-Bromosuccinimide), OC(CO)C=1N=C(SC1)C=1N(C=CC1)C(=O)OC(C)(C)C (t-Butyl 2-[4-(1,2-dihydroxyethyl)-1,3-thiazol-2-yl]-1H-pyrrole-1-carboxylate), O (Water). Run in O1CCCC1 (tetrahydrofuran). Conditions: temperature 0 celsius, time 14 hour. Procedure: t-Butyl 2-[4-(1,2-dihydroxyethyl)-1,3-thiazol-2-yl]-1H-pyrrole-1-carboxylate (868 mg, 2.80 mmol) synthesized in Example (9c) was dissolved in tetrahydrofuran (30 mL), and cooled to 0° C. N-Bromosuccinimide (498 mg, 2.80 mmol) was added, and stirring was carried out at room temperature for 14 hours under nitrogen atmosphere. Water (20 mL) was added, and extraction was carried out with diethyl ether (20 mL). The organic layer was washed with saturated brine, and subsequently dried over anhydrous m...